Dataset: the Open Reaction Database (ORD), a public repository of structured organic reaction records. Task: describe an organic reaction: reactants, conditions, products, and yield Reactants: ClC=1C=C(C=CC1)N1N=CC(=C(C1=O)OC)C1=CC=C(C=C1)S(=O)(=O)C (2-(3-chlorophenyl)-4-(methoxy)-5-[4-(methylsulfonyl)phenyl]-3(2H)-pyridazinone), Cl (HCl). The solvent is [OH-].[Na+] (NaOH). Conditions: time 1.5 hour. Yields the product ClC=1C=C(C=CC1)N1N=CC(=C(C1=O)O)C1=CC=C(C=C1)S(=O)(=O)C (2-(3-Chlorophenyl)-4-hydroxy-5-[4-(methylsulfonyl)phenyl]-3(2H)-pyridazinone). Isolated yield 112.6%. As a reaction SMILES: [Cl:1][C:2]1[CH:3]=[C:4]([N:8]2[C:13](=[O:14])[C:12]([O:15]C)=[C:11]([C:17]3[CH:22]=[CH:21][C:20]([S:23]([CH3:26])(=[O:25])=[O:24])=[CH:19][CH:18]=3)[CH:10]=[N:9]2)[CH:5]=[CH:6][CH:7]=1.Cl>[OH-].[Na+]>[Cl:1][C:2]1[CH:3]=[C:4]([N:8]2[C:13](=[O:14])[C:12]([OH:15])=[C:11]([C:17]3[CH:22]=[CH:21][C:20]([S:23]([CH3:26])(=[O:25])=[O:24])=[CH:19][CH:18]=3)[CH:10]=[N:9]2)[CH:5]=[CH:6][CH:7]=1 |f:2.3|. Procedure details: A suspension of 2-(3-chlorophenyl)-4-(methoxy)-5-[4-(methylsulfonyl)phenyl]-3(2H)-pyridazinone (6.26 g, 16 mmol) in 5% NaOH (54 mL) dioxane (39.4 mL) was heated at reflux and stirred for 1.5 hours. As the reaction proceeds, the solution becomes orange and homogeneous. The mixture was cooled and poured into 1N HCl, with constant stirring. The resulting white solid was filtered and rinsed with H2O and left to dry overnight. The mostly dry product was taken up in CH2Cl2 and azeotroped with toluene ... Starting materials: [BH4-], C1CCOC1, CO, [Li+], O=C([O-])c1cc2oc3c(n2n1)CCOC3. Yields the product OCc1cc2oc3c(n2n1)CCOC3. RXN SMILES: [BH4-:16].[CH2:20]1[O:21][CH2:22][CH2:23][CH2:24]1.[CH3:18][OH:19].[Li+:17].[n:1]1[c:2]([C:13](=[O:14])[O-:15])[cH:3][c:4]2[o:5][c:6]3[c:7]([n:8]12)[CH2:9][CH2:10][O:11][CH2:12]3>>[n:1]1[c:2]([CH2:13][OH:14])[cH:3][c:4]2[o:5][c:6]3[c:7]([n:8]12)[CH2:9][CH2:10][O:11][CH2:12]3. Starting materials: tetrapeptide, N([C@@H](CC1=CC=C(C=C1)OC(C)(C)C)C(=O)N[C@@H]([C@@H](C)CC)C(=O)N[C@@H](CCC(N)=O)C(=O)N[C@@H](CC(N)=O)C(=O)O)C(=O)OCC1=CC=CC=C1 (Z-Tyr(tBu)-Ile-Gln-Asn-OH). The reagents and catalysts are [C].[Pd] (palladium carbon). Solvent: C(C)(=O)O (acetic acid). Yields the product N[C@@H](CC1=CC=C(C=C1)OC(C)(C)C)C(=O)N[C@@H]([C@@H](C)CC)C(=O)N[C@@H](CCC(N)=O)C(=O)N[C@@H](CC(N)=O)C(=O)O (H-Tyr(tBu)-Ile-Gln-Asn-OH). Reaction SMILES: [NH:1](C(OCC1C=CC=CC=1)=O)[C@H:2]([C:15]([NH:17][C@H:18]([C:23]([NH:25][C@H:26]([C:32]([NH:34][C@H:35]([C:40]([OH:42])=[O:41])[CH2:36][C:37](=[O:39])[NH2:38])=[O:33])[CH2:27][CH2:28][C:29](=[O:31])[NH2:30])=[O:24])[C@H:19]([CH2:21][CH3:22])[CH3:20])=[O:16])[CH2:3][C:4]1[CH:9]=[CH:8][C:7]([O:10][C:11]([CH3:14])([CH3:13])[CH3:12])=[CH:6][CH:5]=1>C(O)(=O)C.[C].[Pd]>[NH2:1][C@H:2]([C:15]([NH:17][C@H:18]([C:23]([NH:25][C@H:26]([C:32]([NH:34][C@H:35]([C:40]([OH:42])=[O:41])[CH2:36][C:37](=[O:39])[NH2:38])=[O:33])[CH2:27][CH2:28][C:29](=[O:31])[NH2:30])=[O:24])[C@H:19]([CH2:21][CH3:22])[CH3:20])=[O:16])[CH2:3][C:4]1[CH:9]=[CH:8][C:7]([O:10][C:11]([CH3:12])([CH3:13])[CH3:14])=[CH:6][CH:5]=1 |f:2.3|. Procedure: A solution of 1.2 g of the tetrapeptide derivative obtained sub (3) in 50 ml of 90% acetic acid is hydrogenated in the presence of 0.5 g of palladium carbon (10% Pd). On completion of the hydrogenation the catalyst is suctioned off, the filtrate evaporated to dryness under vacuum and the residue dried at 40° C. under a high vacuum. Starting materials: O=C([O-])O, CCc1cc(OC)c(Oc2ccc(C(=O)O)cc2F)cc1F, CCN=C=NCCCN(C)C, CCN(C(C)C)C(C)C, ClCCl, O=C1CNCCN1, [Na+], On1nnc2ccccc21. Product: CCc1cc(OC)c(Oc2ccc(C(=O)N3CCNC(=O)C3)cc2F)cc1F. RXN SMILES: [C:60](=[O:61])([O-:62])[OH:63].[CH2:38]([CH3:39])[c:40]1[cH:41][c:42]([O:58][CH3:59])[c:43]([O:44][c:45]2[c:46]([F:54])[cH:47][c:48]([C:49](=[O:50])[OH:51])[cH:52][cH:53]2)[cH:55][c:56]1[F:57].[CH3:17][CH2:18][N:19]=[C:20]=[N:21][CH2:22][CH2:23][CH2:24][N:25]([CH3:26])[CH3:27].[CH:1]([N:2]([CH2:3][CH3:4])[CH:5]([CH3:6])[CH3:7])([CH3:8])[CH3:9].[Cl:65][CH2:66][Cl:67].[NH:10]1[C:11](=[O:16])[CH2:12][NH:13][CH2:14][CH2:15]1.[Na+:64].[OH:28][n:29]1[c:30]2[c:31]([cH:32][cH:33][cH:34][cH:35]2)[n:36][n:37]1>>[NH:10]1[C:11](=[O:16])[CH2:12][N:13]([C:49]([c:48]2[cH:47][c:46]([F:54])[c:45]([O:44][c:43]3[c:42]([O:58][CH3:59])[cH:41][c:40]([CH2:38][CH3:39])[c:56]([F:57])[cH:55]3)[cH:53][cH:52]2)=[O:50])[CH2:14][CH2:15]1.